This data is from the Open Reaction Database (ORD), a public repository of structured organic reaction records. The task is: describe an organic reaction: reactants, conditions, products, and yield Starting materials: O=C([O-])O, CCO, [O-]C([O-])[O-], CCOC(OCC)OCC, [Na+], Cc1ccc(S(=O)(=O)O)cc1, c1c[nH]cn1. The product is CCOC(OCC)n1ccnc1. As a reaction SMILES: [C:31](=[O:32])([OH:33])[O-:34].[CH3:36][CH2:37][OH:38].[CH:27]([O-:28])([O-:29])[O-:30].[CH:6]([O:7][CH2:8][CH3:9])([O:10][CH2:11][CH3:12])[O:13][CH2:14][CH3:15].[Na+:35].[c:16]1([CH3:17])[cH:18][cH:19][c:20]([S:21]([OH:22])(=[O:23])=[O:24])[cH:25][cH:26]1.[nH:1]1[cH:2][n:3][cH:4][cH:5]1>>[n:1]1([CH:6]([O:7][CH2:8][CH3:9])[O:10][CH2:11][CH3:12])[cH:2][n:3][cH:4][cH:5]1. Reactants: N1=CC=CC2=CC(=CC=C12)CN1N=NC=2C1=NC(=CN2)C(C)=O (1-(1-(quinolin-6-ylmethyl)-1H-[1,2,3]triazolo[4,5-b]pyrazin-6-yl)ethanone), C(C)N(N)C(=O)N (1-ethylhydrazine-carboxamide). As a reaction SMILES: [N:1]1[C:10]2[C:5](=[CH:6][C:7]([CH2:11][N:12]3[C:16]4=[N:17][C:18]([C:21](=O)[CH3:22])=[CH:19][N:20]=[C:15]4[N:14]=[N:13]3)=[CH:8][CH:9]=2)[CH:4]=[CH:3][CH:2]=1.[CH2:24]([N:26]([C:28]([NH2:30])=[O:29])[NH2:27])[CH3:25]>>[CH2:24]([N:26]([C:28]([NH2:30])=[O:29])/[N:27]=[C:21](/[C:18]1[N:17]=[C:16]2[N:12]([CH2:11][C:7]3[CH:6]=[C:5]4[C:10](=[CH:9][CH:8]=3)[N:1]=[CH:2][CH:3]=[CH:4]4)[N:13]=[N:14][C:15]2=[N:20][CH:19]=1)\[CH3:22])[CH3:25]. Yields the product C(C)N(/N=C(\C)/C1=CN=C2C(=N1)N(N=N2)CC=2C=C1C=CC=NC1=CC2)C(=O)N ((E)-1-Ethyl-2-(1-(1-(quinolin-6-ylmethyl)-1H-[1,2,3]triazolo[4,5-b]pyrazin-6-yl)ethylidene)hydrazinecarboxamide). Procedure: The title compound was prepared in 57% yield as a white solid in analogy to the synthesis of example 52 from 1-(1-(quinolin-6-ylmethyl)-1H-[1,2,3]triazolo[4,5-b]pyrazin-6-yl)ethanone and 1-ethylhydrazine-carboxamide. 1H-NMR (400 MHz, DMSO-d6) δ ppm 9.61 (s, 1H), 8.89 (d, 1H), 8.36 (d, 1H), 8.03 (s, 1H), 8.00 (d, 1H), 7.83 (d, 1H), 7.53 (m, 1H), 6.61 (d, 2H), 6.22 (s, 2H), 3.80 (q, 2H), 2.42 (s, 3H), 1.07 (t, 3H). LCMS (method B): [MH]+=390, tR=1.98 min. Isolated yield 57.0%. Reactants: CCOC(=O)c1nnc(N2CCN(C(=O)c3ccccc3C(F)(F)F)CC2)s1, NCCc1ccc(F)cc1. Product: O=C(NCCc1ccc(F)cc1)c1nnc(N2CCN(C(=O)c3ccccc3C(F)(F)F)CC2)s1. Reaction SMILES: [CH2:11]([O:13][C:14](=[O:12])[c:16]1[s:17][c:18]([N:21]2[CH2:22][CH2:23][N:24]([C:27]([c:28]3[c:29]([C:34]([F:35])([F:36])[F:37])[cH:30][cH:31][cH:32][cH:33]3)=[O:38])[CH2:25][CH2:26]2)[n:19][n:20]1)[CH3:15].[F:1][c:2]1[cH:3][cH:4][c:5]([CH2:8][CH2:9][NH2:10])[cH:6][cH:7]1>>[F:1][c:2]1[cH:3][cH:4][c:5]([CH2:8][CH2:9][NH:10][C:14](=[O:13])[c:16]2[s:17][c:18]([N:21]3[CH2:22][CH2:23][N:24]([C:27]([c:28]4[c:29]([C:34]([F:35])([F:36])[F:37])[cH:30][cH:31][cH:32][cH:33]4)=[O:38])[CH2:25][CH2:26]3)[n:19][n:20]2)[cH:6][cH:7]1. The reactants are BrC1=C2C3(C(N(C2=CC=C1)C)=O)COC=1C3=CC3=C(OCO3)C1 (4′-bromo-1′-methylspiro[furo[2,3-f][1,3]benzodioxole-7,3′-indol]-2′(1′H)-one), N1=CN=CC(=C1)B(O)O (pyrimidine-5-boronic acid), BrC1=C2C3(C(N(C2=CC=C1)CC=1OC(=CC1)C(F)(F)F)=O)C1=C(OC3)C=C3OCCC3=C1 (4′-bromo-1′-{[5-(trifluoromethyl)-2-furyl]methyl}-5,6-dihydrospiro[benzo[1,2-b:5,4-b′]difuran-3,3′-indol]-2′(1′H)-one), O1C=C(C=C1)B(O)O (3-furanboronic acid). The product is O1C=C(C=C1)C1=C2C3(C(N(C2=CC=C1)C)=O)COC=1C3=CC3=C(OCO3)C1 (4′-(3-furyl)-1′-methylspiro[furo[2,3-f][1,3]benzodioxole-7,3′-indol]-2′(1′H)-one). Reaction SMILES: Br[C:2]1[CH:10]=[CH:9][CH:8]=[C:7]2[C:3]=1[C:4]1([C:16]3=[CH:17][C:18]4[O:22][CH2:21][O:20][C:19]=4[CH:23]=[C:15]3[O:14][CH2:13]1)[C:5](=[O:12])[N:6]2[CH3:11].BrC1C=CC=C2C=1C1(COC3C=C4C(=CC1=3)CCO4)C(=O)N2C[C:35]1[O:36][C:37](C(F)(F)F)=[CH:38][CH:39]=1.O1C=CC(B(O)O)=C1.N1C=C(B(O)O)C=NC=1>>[O:36]1[CH:37]=[CH:38][C:39]([C:2]2[CH:10]=[CH:9][CH:8]=[C:7]3[C:3]=2[C:4]2([C:16]4=[CH:17][C:18]5[O:22][CH2:21][O:20][C:19]=5[CH:23]=[C:15]4[O:14][CH2:13]2)[C:5](=[O:12])[N:6]3[CH3:11])=[CH:35]1. Procedure details: Following the procedure as described in EXAMPLE 4.14, and making non-critical variations using 4′-bromo-1′-methylspiro[furo[2,3-f][1,3]benzodioxole-7,3′-indol]-2′(1′H)-one to replace 4′-bromo-1′-{[5-(trifluoromethyl)-2-furyl]methyl}-5,6-dihydrospiro[benzo[1,2-b:5,4-b′]difuran-3,3′-indol]-2′(1′H)-one, and 3-furanboronic acid to replace pyrimidine-5-boronic acid, the title compound was obtained (81%) as a colorless solid: 1H NMR (300 MHz, CDCl3) δ 7.40-7.28 (m, 2H), 7.05-6.95 (m, 1H), 6.90-6.78 (m... Starting materials: BrC=1C=C(C=CC(CC(=O)OC)=O)C=CC1 (methyl 3-bromobenzylideneacetoacetate), O1C(CCC1)COC(\C=C(\C)/N)=O ((tetrahydrofuran-2-ylmethyl)-3-aminocrotonate). Run in C(C)O (ethanol), CCO (EtOH). Conditions: temperature -10 celsius, time 10 hour. Product: O1C(CCC1)COC(=O)C1=C(NC(=C(C1C1=CC(=CC=C1)Br)C(=O)OCC1OCCC1)C)C (4-(3-Bromophenyl)-2,6-dimethyl-1,4-dihydropyridine-3,5-dicarboxylic acid 3,5-di(tetrahydrofuran-2-ylmethyl) ester). The yield is 85.0%. RXN SMILES: [Br:1][C:2]1[CH:3]=[C:4]([CH:14]=[CH:15][CH:16]=1)[CH:5]=[CH:6][C:7](=O)[CH2:8]C(OC)=O.[O:17]1[CH2:21][CH2:20][CH2:19][CH:18]1[CH2:22][O:23][C:24](=[O:29])/[CH:25]=[C:26](\[NH2:28])/[CH3:27]>CCO>[O:17]1[CH2:21][CH2:20][CH2:19][CH:18]1[CH2:22][O:23][C:24]([C:6]1[CH:5]([C:4]2[CH:14]=[CH:15][CH:16]=[C:2]([Br:1])[CH:3]=2)[C:25]([C:24]([O:23][CH2:22][CH:18]2[CH2:19][CH2:20][CH2:21][O:17]2)=[O:29])=[C:26]([CH3:27])[NH:28][C:7]=1[CH3:8])=[O:29]. Procedure: A solution of 15 g (0.05 mol) of methyl 3-bromobenzylideneacetoacetate and 9.81 g (0.05 mol) of (tetrahydrofuran-2-ylmethyl)-3-aminocrotonate in 55 ml of abs ethanol, was refluxed with stirring, in the absence of light, for 10 hours. The reaction mixture was then cooled to −10° C., yielding a white solid (mp 138-40° C., EtOH) with a yield of 85%. The reactants are CSc1ncc2c(OCOCC[Si](C)(C)C)cc(Br)n2n1, CC(=O)[O-], CC(=O)[O-], CC1(C)OB(c2ccccc2NS(C)(=O)=O)OC1(C)C, CN(C)C=O, CCOCC, [Na+], [Na+], O=C([O-])[O-], O, [Pd+2], c1ccc(P(c2ccccc2)c2ccccc2)cc1. Yields the product CSc1ncc2c(OCOCC[Si](C)(C)C)cc(-c3ccccc3NS(C)(=O)=O)n2n1. RXN SMILES: [Br:20][c:21]1[cH:22][c:23]([O:32][CH2:33][O:34][CH2:35][CH2:36][Si:37]([CH3:38])([CH3:39])[CH3:40])[c:24]2[cH:25][n:26][c:27]([S:30][CH3:31])[n:28][n:29]12.[C:73]([O-:74])(=[O:75])[CH3:76].[C:78]([O-:79])(=[O:80])[CH3:81].[CH3:41][C:42]1([CH3:43])[C:44]([CH3:45])([CH3:46])[O:47][B:48]([c:49]2[c:50]([NH:55][S:56](=[O:57])(=[O:58])[CH3:59])[cH:51][cH:52][cH:53][cH:54]2)[O:60]1.[CH3:61][N:62]([CH3:63])[CH:64]=[O:65].[CH3:82][CH2:83][O:84][CH2:85][CH3:86].[Na+:66].[Na+:67].[O-:68][C:69](=[O:70])[O-:71].[OH2:72].[Pd+2:77].[c:1]1([P:2]([c:3]2[cH:4][cH:5][cH:6][cH:7][cH:8]2)[c:9]2[cH:10][cH:11][cH:12][cH:13][cH:14]2)[cH:15][cH:16][cH:17][cH:18][cH:19]1>>[c:21]1(-[c:49]2[c:50]([NH:55][S:56](=[O:57])(=[O:58])[CH3:59])[cH:51][cH:52][cH:53][cH:54]2)[cH:22][c:23]([O:32][CH2:33][O:34][CH2:35][CH2:36][Si:37]([CH3:38])([CH3:39])[CH3:40])[c:24]2[cH:25][n:26][c:27]([S:30][CH3:31])[n:28][n:29]12.